The task is: describe an organic reaction: reactants, conditions, products, and yield. This data is from the Open Reaction Database (ORD), a public repository of structured organic reaction records. Starting materials: CS(=O)(=O)OC=1C=CC2=C(C(C(O2)O)(C)C)C1 (2,3-Dihydro-2-hydroxy-3,3-dimethylbenzofuran-5-yl methane sulphonate), [OH-].[Na+] (sodium hydroxide), Cl (hydrochloric acid), [BH4-].[Na+] (Sodium borohydride). Run in O (water), CO (methanol). Product: CS(=O)(=O)OC1=CC(=C(C=C1)O)C(CO)(C)C (4-hydroxy-3-(2-hydroxy-1,1-dimethylethyl)phenyl methanesulphonate). Isolated yield 90.0%. RXN SMILES: [CH3:1][S:2]([O:5][C:6]1[CH:7]=[CH:8][C:9]2[O:13][CH:12]([OH:14])[C:11]([CH3:16])([CH3:15])[C:10]=2[CH:17]=1)(=[O:4])=[O:3].[OH-].[Na+].[BH4-].[Na+].Cl>O.CO>[CH3:1][S:2]([O:5][C:6]1[CH:7]=[CH:8][C:9]([OH:13])=[C:10]([C:11]([CH3:16])([CH3:15])[CH2:12][OH:14])[CH:17]=1)(=[O:4])=[O:3] |f:1.2,3.4|. Procedure details: 2,3-Dihydro-2-hydroxy-3,3-dimethylbenzofuran-5-yl methane sulphonate (129 parts) was added to a solution of sodium hydroxide (120 parts) in water (1200 parts) and methanol (320 parts). Sodium borohydride (19 parts) was added portionwise with vigorous stirring at 15°-20° C. The mixture was stirred for three hours, then acidified with hydrochloric acid and filtered to give 4-hydroxy-3-(2-hydroxy-1,1-dimethylethyl)phenyl methanesulphonate (117 parts, 90% yield). Recrystallisation from 1,2-dichloroe... Product: CCN(CC)C(=O)c1ccc(C=O)cc1. The reactants are O=Cc1ccc(C(=O)O)cc1, CCNCC, CN(C)C=O, CCO, ClCCl, O=S(Cl)Cl. As a reaction SMILES: [C:1](=[O:2])([OH:3])[c:4]1[cH:5][cH:6][c:7]([CH:8]=[O:9])[cH:10][cH:11]1.[CH2:21]([CH3:22])[NH:23][CH2:24][CH3:25].[CH3:12][N:13]([CH3:14])[CH:15]=[O:16].[CH3:26][CH2:27][OH:28].[Cl:29][CH2:30][Cl:31].[S:17]([Cl:18])([Cl:19])=[O:20]>>[C:1](=[O:3])([c:4]1[cH:5][cH:6][c:7]([CH:8]=[O:9])[cH:10][cH:11]1)[N:23]([CH2:21][CH3:22])[CH2:24][CH3:25].